From a dataset of the Open Reaction Database (ORD), a public repository of structured organic reaction records. describe an organic reaction: reactants, conditions, products, and yield Reactants: C(C)OC(C1=CC=C(C=C1)N(C=1C=C(C2=C(C(CO2)(C)C)C1)C(C)(C)C)CC)=O (4-[ethyl-(7-t-butyl-3,3-dimethyl-2,3-dihydro-benzofuran-5-yl)-amino]-benzoic acid ethyl ester), C(C)OC(C1=CC=C(C=C1)N(C=1C=C(C2=C(C(CO2)(C)C)C1)C(C)(C)C)CC)=O (4-[ethyl-(7-t-butyl-3,3-dimethyl-2,3-dihydro-benzofuran-5-yl)-amino]-benzoic acid ethyl ester), [OH-].[K+] (potassium hydroxide). Solvent: C(C)O (ethanol). Yields the product C(C)N(C1=CC=C(C(=O)O)C=C1)C=1C=C(C2=C(C(CO2)(C)C)C1)C(C)(C)C (4-[Ethyl-(7-t-butyl-3,3-dimethyl-2,3-dihydro-benzofuran-5-yl)-amino]-benzoic acid). The yield is 77.9%. As a reaction SMILES: C([O:3][C:4](=[O:29])[C:5]1[CH:10]=[CH:9][C:8]([N:11]([CH2:27][CH3:28])[C:12]2[CH:13]=[C:14]([C:23]([CH3:26])([CH3:25])[CH3:24])[C:15]3[O:19][CH2:18][C:17]([CH3:21])([CH3:20])[C:16]=3[CH:22]=2)=[CH:7][CH:6]=1)C.[OH-].[K+]>C(O)C>[CH2:27]([N:11]([C:12]1[CH:13]=[C:14]([C:23]([CH3:24])([CH3:26])[CH3:25])[C:15]2[O:19][CH2:18][C:17]([CH3:20])([CH3:21])[C:16]=2[CH:22]=1)[C:8]1[CH:7]=[CH:6][C:5]([C:4]([OH:29])=[O:3])=[CH:10][CH:9]=1)[CH3:28] |f:1.2|. Procedure details: Following general procedure H and using 4-[ethyl-(7-t-butyl-3,3-dimethyl-2,3-dihydro-benzofuran-5-yl)-amino]-benzoic acid ethyl ester (Compound 25, 0.09 g, 0.227 mmol) and 2.5 mL of 4M potassium hydroxide solution in 4 mL of ethanol, the title compound (0.065 g, 78%) was obtained as a pale yellow solid. 1H NMR (300 MHz, CDCl3): δ 7.89 (d, 2H, J=9.0 Hz), 6.87 (d, 1H, J=2.1 Hz), 6.78 (d, 1H, J=2.1 Hz), 6.58 (d, 2H, J=9.2 Hz), 4.28 (s, 2H), 3.74 (q, 2H, J=7.1 Hz), 1.36 (s, 9H), 1.33(s, 6H), 1.27 (t... Starting materials: CCOC(C)=O, CCCCCC, O=C(CCl)N1CCN(c2ccc(F)cc2)CC1, FC(F)(F)c1cc(C(F)(F)F)[nH]n1, [K+], [K+], O=C([O-])[O-], CN(C)C=O. The product is O=C(Cn1nc(C(F)(F)F)cc1C(F)(F)F)N1CCN(c2ccc(F)cc2)CC1. As a reaction SMILES: [C:42]([O:43][CH2:44][CH3:45])(=[O:46])[CH3:47].[CH3:48][CH2:49][CH2:50][CH2:51][CH2:52][CH3:53].[Cl:20][CH2:21][C:22](=[O:23])[N:24]1[CH2:25][CH2:26][N:27]([c:30]2[cH:31][cH:32][c:33]([F:36])[cH:34][cH:35]2)[CH2:28][CH2:29]1.[F:1][C:2]([c:3]1[n:4][nH:5][c:6]([C:8]([F:9])([F:10])[F:11])[cH:7]1)([F:12])[F:13].[K+:14].[K+:15].[O-:16][C:17]([O-:18])=[O:19].[O:37]=[CH:38][N:39]([CH3:40])[CH3:41]>>[F:1][C:2]([c:3]1[n:4]([CH2:21][C:22](=[O:23])[N:24]2[CH2:25][CH2:26][N:27]([c:30]3[cH:31][cH:32][c:33]([F:36])[cH:34][cH:35]3)[CH2:28][CH2:29]2)[n:5][c:6]([C:8]([F:9])([F:10])[F:11])[cH:7]1)([F:12])[F:13].